Dataset: the Open Reaction Database (ORD), a public repository of structured organic reaction records. Task: describe an organic reaction: reactants, conditions, products, and yield Starting materials: CN1N=C(C(=C1)C1=C2C(=NC=C1)N(C(=C2)C=2C=NC(=NC2)N2CCN(CC2)C(=O)OC(C)(C)C)S(=O)(=O)C2=CC=CC=C2)C2=CC=C(C=C2)[N+](=O)[O-] (1,1-dimethylethyl 4-{5-[4-[1-methyl-3-(4-nitrophenyl)-1H-pyrazol-4-yl]-1-(phenylsulfonyl)-1H-pyrrolo[2,3-b]pyridin-2-yl]-2-pyrimidinyl}-1-piperazinecarboxylate), [Cl-].[NH4+] (ammonium chloride). Reagents/catalysts: [Fe] (iron). Solvent: CO (methanol), O (H2O). Conditions: temperature 70 celsius. The product is NC1=CC=C(C=C1)C1=NN(C=C1C1=C2C(=NC=C1)N(C(=C2)C=2C=NC(=NC2)N2CCN(CC2)C(=O)OC(C)(C)C)S(=O)(=O)C2=CC=CC=C2)C (1,1-dimethylethyl 4-{5-[4-[3-(4-aminophenyl)-1-methyl-1H-pyrazol-4-yl]-1-(phenylsulfonyl)-1H-pyrrolo[2,3-b]pyridin-2-yl]-2-pyrimidinyl}-1-piperazinecarboxylate). Reaction SMILES: [Cl-].[NH4+].[CH3:3][N:4]1[CH:8]=[C:7]([C:9]2[CH:14]=[CH:13][N:12]=[C:11]3[N:15]([S:37]([C:40]4[CH:45]=[CH:44][CH:43]=[CH:42][CH:41]=4)(=[O:39])=[O:38])[C:16]([C:18]4[CH:19]=[N:20][C:21]([N:24]5[CH2:29][CH2:28][N:27]([C:30]([O:32][C:33]([CH3:36])([CH3:35])[CH3:34])=[O:31])[CH2:26][CH2:25]5)=[N:22][CH:23]=4)=[CH:17][C:10]=23)[C:6]([C:46]2[CH:51]=[CH:50][C:49]([N+:52]([O-])=O)=[CH:48][CH:47]=2)=[N:5]1>O.CO.[Fe]>[NH2:52][C:49]1[CH:50]=[CH:51][C:46]([C:6]2[C:7]([C:9]3[CH:14]=[CH:13][N:12]=[C:11]4[N:15]([S:37]([C:40]5[CH:41]=[CH:42][CH:43]=[CH:44][CH:45]=5)(=[O:38])=[O:39])[C:16]([C:18]5[CH:23]=[N:22][C:21]([N:24]6[CH2:25][CH2:26][N:27]([C:30]([O:32][C:33]([CH3:36])([CH3:35])[CH3:34])=[O:31])[CH2:28][CH2:29]6)=[N:20][CH:19]=5)=[CH:17][C:10]=34)=[CH:8][N:4]([CH3:3])[N:5]=2)=[CH:47][CH:48]=1 |f:0.1|. Procedure details: To a solution of ammonium chloride (3.00 mmol) in H2O (5 ml) was added iron powder (1.66 mmol) followed by a solution of 1,1-dimethylethyl 4-{5-[4-[1-methyl-3-(4-nitrophenyl)-1H-pyrazol-4-yl]-1-(phenylsulfonyl)-1H-pyrrolo[2,3-b]pyridin-2-yl]-2-pyrimidinyl}-1-piperazinecarboxylate (0.333 mmol) in methanol (10 ml). The resulting mixture was heated at 70° C. for 2 hours, the hot solution filtered through a pad of celite 545 and concentrated to yield the title product as a yellow solid (quant.) whic... Reactants: Cl(=O)(=O)(=O)[O-].C(C1=CC=CC=C1)(=O)CCC[N+]1=CC=C(C=C1)C1=CC(=NO1)C (1-(3-benzoylpropyl)-4-(3 -methyl-5-isoxazolyl)pyridinium perchlorate), ClCCCC(=O)C1=CC=CC=C1 (γ-chlorobutyrophenone), CC1=NOC(=C1)C1=CC=NC=C1 (4-(3-methyl-5-isoxazolyl)pyridine), [BH4-].[Na+] (sodium borohydride). Product: CC1=NOC(=C1)C=1CCN(CC1)CCCC(O)C1=CC=CC=C1 (3,6-Dihydro-4-(3-methyl-5-isoxazolyl)-α-phenyl- 1(2H)-pyridinebutanol). Procedure: To a 4.1 g. portion of 1-(3-benzoylpropyl)-4-(3 -methyl-5-isoxazolyl)pyridinium perchlorate [prepared by the reaction of γ-chlorobutyrophenone and 4-(3-methyl-5-isoxazolyl)pyridine as described in the previous examples] in 200 ml. of methanol is added, portionwise with stirring, 4.1 g. of sodium borohydride. The mixture is allowed to stand at room temperature overnight, evaporated to about one-half volume and poured into ice water. The white solid is collected and recrystallized from acetonitril... As a reaction SMILES: Cl([O-])(=O)(=O)=O.[C:6]([CH2:14][CH2:15][CH2:16][N+:17]1[CH:22]=[CH:21][C:20]([C:23]2[O:27][N:26]=[C:25]([CH3:28])[CH:24]=2)=[CH:19][CH:18]=1)(=[O:13])[C:7]1[CH:12]=[CH:11][CH:10]=[CH:9][CH:8]=1.ClCCCC(C1C=CC=CC=1)=O.CC1C=C(C2C=CN=CC=2)ON=1.[BH4-].[Na+]>CO>[CH3:28][C:25]1[CH:24]=[C:23]([C:20]2[CH2:21][CH2:22][N:17]([CH2:16][CH2:15][CH2:14][CH:6]([C:7]3[CH:8]=[CH:9][CH:10]=[CH:11][CH:12]=3)[OH:13])[CH2:18][CH:19]=2)[O:27][N:26]=1 |f:0.1,4.5|. Run in CO (methanol). Reaction conditions: time 8 hour.